From a dataset of the Open Reaction Database (ORD), a public repository of structured organic reaction records. describe an organic reaction: reactants, conditions, products, and yield Reactants: COc1ccccc1-c1ccc2c(c1)NC(=O)C2, O=Cc1[nH]cc2c1CCOC2=O. Product: COc1ccccc1-c1ccc2c(c1)NC(=O)C2=Cc1[nH]cc2c1CCOC2=O. As a reaction SMILES: [CH3:1][O:2][c:3]1[c:4](-[c:9]2[cH:10][cH:11][c:12]3[c:16]([cH:17]2)[NH:15][C:14](=[O:18])[CH2:13]3)[cH:5][cH:6][cH:7][cH:8]1.[O:19]=[C:20]1[O:21][CH2:22][CH2:23][c:24]2[c:25]1[cH:26][nH:27][c:28]2[CH:29]=[O:30]>>[CH3:1][O:2][c:3]1[c:4](-[c:9]2[cH:10][cH:11][c:12]3[c:16]([cH:17]2)[NH:15][C:14](=[O:18])[C:13]3=[CH:29][c:28]2[c:24]3[c:25]([cH:26][nH:27]2)[C:20](=[O:19])[O:21][CH2:22][CH2:23]3)[cH:5][cH:6][cH:7][cH:8]1. Reactants: FC1=CC=C(C=C1)C=C(CN)C (3-(4-fluorophenyl)-2-methyl-2-propen-1-amine), C([O-])(O)=O.[Na+] (sodium bicarbonate), FC1=CC=C(C(=O)Cl)C=C1 (4-fluorobenzoyl chloride). Run in O (water). Reaction conditions: temperature 5 celsius, time 3 hour. The product is FC1=CC=C(C(=O)NCC(=CC2=CC=C(C=C2)F)C)C=C1 (4-Fluoro-N-[3-(4-fluorophenyl)-2-methyl-2-propenyl]benzamide). The yield is 96.9%. Reaction SMILES: [F:1][C:2]1[CH:7]=[CH:6][C:5]([CH:8]=[C:9]([CH3:12])[CH2:10][NH2:11])=[CH:4][CH:3]=1.C(=O)(O)[O-].[Na+].[F:18][C:19]1[CH:27]=[CH:26][C:22]([C:23](Cl)=[O:24])=[CH:21][CH:20]=1>O>[F:18][C:19]1[CH:27]=[CH:26][C:22]([C:23]([NH:11][CH2:10][C:9]([CH3:12])=[CH:8][C:5]2[CH:4]=[CH:3][C:2]([F:1])=[CH:7][CH:6]=2)=[O:24])=[CH:21][CH:20]=1 |f:1.2|. Procedure: To a vigorously stirred mixture of 19.8 g (0.12 mole) of 3-(4-fluorophenyl)-2-methyl-2-propen-1-amine and 30.2 g (0.36 mole) of sodium bicarbonate in 500 ml water at 5° C. was added dropwise 22.2 g (0.14 mole) of 4-fluorobenzoyl chloride. The mixture was stirred another 3 hours at 5° C. then at room temperature overnight. The white solid which had formed was collected, washed with saturated sodium bicarbonate solution, then with water, then with hexane, then air dried to give 33.4 g (97%) of pro... The reactants are O1CCCC2=CC=CC=C12 (chroman), COCOC=1C(=C2CCC(OC2=C(C1C)C)(C)CCN1CCNCC1)C (N-[2-(6-Methoxymethoxy-2,5,7,8-tetramethylchroman-2-yl)ethyl]piperazine), C1(C=2C(C(N1OCC(=O)O)=O)=CC=CC2)=O (phthalimidooxyacetic acid), ON1C(CCC1=O)=O (N-hydroxysuccinimide), C1(CCCCC1)N=C=NC1CCCCC1 (1,3-dicyclohexylcarbodiimide). Run in ClCCl (dichloromethane), CO.CCOC(=O)C (MeOH EtOAc). The product is C1(C=2C(C(N1OCC(=O)OC(C)(C)C)=O)=CC=CC2)=O (tert-Butyl phthalimidooxyacetate). The yield is 143.7%. As a reaction SMILES: O1[C:10]2[C:5](=[CH:6]C=CC=2)[CH2:4]CC1.COCOC1C(C)=C2C(=C(C)C=1C)OC(CCN1CCNCC1)(C)CC2.[C:37]1(=[O:52])[N:41]([O:42][CH2:43][C:44]([OH:46])=[O:45])[C:40](=[O:47])[C:39]2=[CH:48][CH:49]=[CH:50][CH:51]=[C:38]12.ON1C(=O)CCC1=O.C1(N=C=NC2CCCCC2)CCCCC1>ClCCl.CO.CCOC(C)=O>[C:40]1(=[O:47])[N:41]([O:42][CH2:43][C:44]([O:46][C:5]([CH3:10])([CH3:6])[CH3:4])=[O:45])[C:37](=[O:52])[C:38]2=[CH:51][CH:50]=[CH:49][CH:48]=[C:39]12 |f:6.7|. Procedure details: To a solution of chroman (compound 5) (5.0 g, 13.8 mmole) in dichloromethane (30 ml), compound 7 (3.5 g, 16 mmole) and N-hydroxysuccinimide (1.8 g, 16 mmole) were added, as shown in FIG. 7. The mixture was stirred at room temperature until the formation of a clear solution and then 1,3-dicyclohexylcarbodiimide (16 ml, 1.0 N in dichloromethane, 16.0 mmole) was added. The mixture was stirred at room temperature overnight. The white solid was removed by filtration, and the solvent was evaporated un... Starting materials: C(CCC)[Li] (n-butyllithium), C(CCCCC)=O (hexanal), FC1=C(C=CC=C1)F (1,2-difluorobenzene). The product is FC1=C(C=CC=C1F)C(CCCCC)O ((2,3-Difluorophenyl)hexan-1-ol). Reaction SMILES: C([Li])CCC.[CH:6](=[O:12])[CH2:7][CH2:8][CH2:9][CH2:10][CH3:11].[F:13][C:14]1[CH:19]=[CH:18][CH:17]=[CH:16][C:15]=1[F:20]>>[F:13][C:14]1[C:15]([F:20])=[CH:16][CH:17]=[CH:18][C:19]=1[CH:6]([OH:12])[CH2:7][CH2:8][CH2:9][CH2:10][CH3:11]. Reported procedure: Quantities: n-butyllithium (31 cm3, 10.0M in hexanes, 0.31 mol), hexanal (31.5 g, 0.31 mol) and 1,2-difluorobenzene (35.5 g, 0.31 mol). The experimental procedure was as described in Example 16.